Dataset: the Open Reaction Database (ORD), a public repository of structured organic reaction records. Task: describe an organic reaction: reactants, conditions, products, and yield Reactants: C1CCOC1, CC(C)(C)[O-], [K+], COC(=O)CCC(C(N)=O)N1Cc2c(OCc3ccc(CNC(C)C)cc3)cccc2C1=O. Product: CC(C)NCc1ccc(COc2cccc3c2CN(C2CCC(=O)NC2=O)C3=O)cc1. As a reaction SMILES: [CH2:40]1[O:41][CH2:42][CH2:43][CH2:44]1.[CH3:34][C:35]([CH3:36])([O-:37])[CH3:38].[K+:39].[NH2:1][C:2]([CH:3]([CH2:4][CH2:5][C:6]([O:8][CH3:7])=[O:9])[N:10]1[C:11](=[O:32])[c:12]2[cH:13][cH:14][cH:15][c:16]([O:19][CH2:20][c:21]3[cH:22][cH:23][c:24]([CH2:27][NH:28][CH:29]([CH3:30])[CH3:31])[cH:25][cH:26]3)[c:17]2[CH2:18]1)=[O:33]>>[NH:1]1[C:2](=[O:33])[CH:3]([N:10]2[C:11](=[O:32])[c:12]3[cH:13][cH:14][cH:15][c:16]([O:19][CH2:20][c:21]4[cH:22][cH:23][c:24]([CH2:27][NH:28][CH:29]([CH3:30])[CH3:31])[cH:25][cH:26]4)[c:17]3[CH2:18]2)[CH2:4][CH2:5][C:6]1=[O:8]. Starting materials: COc1cc2nccc(Oc3ccc(Nc4ccc(Br)cc4)cc3)c2cc1OC, O=C([O-])[O-], CC(=O)[O-], CC(=O)[O-], C1COCCN1, Cc1ccccc1, [Cs+], [Cs+], [Pd+2]. Yields the product COc1cc2nccc(Oc3ccc(Nc4ccc(N5CCOCC5)cc4)cc3)c2cc1OC. As a reaction SMILES: [Br:1][c:2]1[cH:3][cH:4][c:5]([NH:8][c:9]2[cH:10][cH:11][c:12]([O:15][c:16]3[cH:17][cH:18][n:19][c:20]4[cH:21][c:22]([O:28][CH3:29])[c:23]([O:26][CH3:27])[cH:24][c:25]34)[cH:13][cH:14]2)[cH:6][cH:7]1.[C:36](=[O:37])([O-:38])[O-:39].[C:49]([O-:50])(=[O:51])[CH3:52].[C:54]([O-:55])(=[O:56])[CH3:57].[CH2:30]1[CH2:31][O:32][CH2:33][CH2:34][NH:35]1.[CH3:42][c:43]1[cH:44][cH:45][cH:46][cH:47][cH:48]1.[Cs+:40].[Cs+:41].[Pd+2:53]>>[c:2]1([N:35]2[CH2:30][CH2:31][O:32][CH2:33][CH2:34]2)[cH:3][cH:4][c:5]([NH:8][c:9]2[cH:10][cH:11][c:12]([O:15][c:16]3[cH:17][cH:18][n:19][c:20]4[cH:21][c:22]([O:28][CH3:29])[c:23]([O:26][CH3:27])[cH:24][c:25]34)[cH:13][cH:14]2)[cH:6][cH:7]1.